Task: describe an organic reaction: reactants, conditions, products, and yield. Dataset: the Open Reaction Database (ORD), a public repository of structured organic reaction records Reactants: OC(=O)C(F)(F)F.N1CC(C1)NC(CNC1=NOC2=C1C=C(C=C2)C(F)(F)F)=O (N-Azetidin-3-yl-2-(5-trifluoromethyl-benzo[d]isoxazol-3-ylamino)-acetamide TFA salt), C(C)(C)(C)[Si](OC1CCC(CC1)=O)(C)C (4-(tert-butyl-dimethyl-silanyloxy)-cyclohexanone). Product: C(C)(C)(C)[Si](OC1CCC(CC1)N1CC(C1)NC(CNC1=NOC2=C1C=C(C=C2)C(F)(F)F)=O)(C)C (N-{1-[4-(tert-Butyl-dimethyl-silanyloxy)-cyclohexyl]-azetidin-3-yl}-2-(5-trifluoromethyl-benzo[d]isoxazol-3-ylamino)-acetamide). RXN SMILES: OC(C(F)(F)F)=O.[NH:8]1[CH2:11][CH:10]([NH:12][C:13](=[O:29])[CH2:14][NH:15][C:16]2[C:20]3[CH:21]=[C:22]([C:25]([F:28])([F:27])[F:26])[CH:23]=[CH:24][C:19]=3[O:18][N:17]=2)[CH2:9]1.[C:30]([Si:34]([CH3:44])([CH3:43])[O:35][CH:36]1[CH2:41][CH2:40][C:39](=O)[CH2:38][CH2:37]1)([CH3:33])([CH3:32])[CH3:31]>>[C:30]([Si:34]([CH3:44])([CH3:43])[O:35][CH:36]1[CH2:41][CH2:40][CH:39]([N:8]2[CH2:11][CH:10]([NH:12][C:13](=[O:29])[CH2:14][NH:15][C:16]3[C:20]4[CH:21]=[C:22]([C:25]([F:27])([F:26])[F:28])[CH:23]=[CH:24][C:19]=4[O:18][N:17]=3)[CH2:9]2)[CH2:38][CH2:37]1)([CH3:33])([CH3:32])[CH3:31] |f:0.1|. Procedure: The title compound was prepared as a white solid from reaction of (N-azetidin-3-yl-2-(5-trifluoromethyl-benzo[d]isoxazol-3-ylamino)-acetamide TFA salt (as prepared in Example 1, Step D) and 4-(tert-butyl-dimethyl-silanyloxy)-cyclohexanone using the procedure described in Step E of Example 1. Starting materials: ClC1=CC=C(S1)C1=NC(=C(C(=N1)NC1=CC=C(C=C1)CC=1NC=C(N1)C(=O)OC)CC)C (methyl 2-[[4-[[2-(5-chloro-2-thienyl)-5-ethyl-6-methyl-pyrimidin-4-yl]amino]phenyl]methyl]-1H-imidazole-4-carboxylate), N (NH3). Run in C(C)O (ethanol). Yields the product ClC1=CC=C(S1)C1=NC(=C(C(=N1)NC1=CC=C(C=C1)CC=1NC=C(N1)C(=O)N)CC)C (2-[[4-[[2-(5-Chloro-2-thienyl)-5-ethyl-6-methyl-pyrimidin-4-yl]amino]phenyl]methyl]-1H-imidazole-4-carboxamide). Isolated yield 32.0%. As a reaction SMILES: [Cl:1][C:2]1[S:6][C:5]([C:7]2[N:12]=[C:11]([NH:13][C:14]3[CH:19]=[CH:18][C:17]([CH2:20][C:21]4[NH:22][CH:23]=[C:24]([C:26]([O:28]C)=O)[N:25]=4)=[CH:16][CH:15]=3)[C:10]([CH2:30][CH3:31])=[C:9]([CH3:32])[N:8]=2)=[CH:4][CH:3]=1.[NH3:33]>C(O)C>[Cl:1][C:2]1[S:6][C:5]([C:7]2[N:12]=[C:11]([NH:13][C:14]3[CH:19]=[CH:18][C:17]([CH2:20][C:21]4[NH:22][CH:23]=[C:24]([C:26]([NH2:33])=[O:28])[N:25]=4)=[CH:16][CH:15]=3)[C:10]([CH2:30][CH3:31])=[C:9]([CH3:32])[N:8]=2)=[CH:4][CH:3]=1. Procedure details: A 25-mL round bottomed flask was charged with methyl 2-[[4-[[2-(5-chloro-2-thienyl)-5-ethyl-6-methyl-pyrimidin-4-yl]amino]phenyl]methyl]-1H-imidazole-4-carboxylate (18 mg, 0.038 mmol) and 2N NH3 in ethanol (10 ml). The mixture was stirred under reflux overnight. After cooling to room temperature, the volatile material was removed under reduced pressure and the residue was purified by chromatography on silica gel using 10% acetone in dichloromethane as eluent to afford the title compound (5.5 mg,... Reaction SMILES: [C:35](=[O:36])([OH:37])[O-:38].[CH3:18][O:19][c:20]1[cH:21][cH:22][c:23]([CH3:27])[c:24]([NH2:25])[cH:26]1.[CH3:40][CH2:41][O:42][CH2:43][CH2:44][OH:45].[Cl:1][c:2]1[c:3]([C:16]#[N:17])[cH:4][n:5][c:6]2[cH:7][c:8]([Cl:15])[c:9]([N+:12](=[O:13])[O-:14])[cH:10][c:11]12.[ClH:28].[Na+:39].[n:29]1[cH:30][cH:31][cH:32][cH:33][cH:34]1>>[c:2]1([NH:25][c:24]2[c:23]([CH3:27])[cH:22][cH:21][c:20]([O:19][CH3:18])[cH:26]2)[c:3]([C:16]#[N:17])[cH:4][n:5][c:6]2[cH:7][c:8]([Cl:15])[c:9]([N+:12](=[O:13])[O-:14])[cH:10][c:11]12. Yields the product COc1ccc(C)c(Nc2c(C#N)cnc3cc(Cl)c([N+](=O)[O-])cc23)c1. Reactants: O=C([O-])O, COc1ccc(C)c(N)c1, CCOCCO, N#Cc1cnc2cc(Cl)c([N+](=O)[O-])cc2c1Cl, Cl, [Na+], c1ccncc1.